This data is from the Open Reaction Database (ORD), a public repository of structured organic reaction records. The task is: describe an organic reaction: reactants, conditions, products, and yield The reactants are C(C)OC(CCCC(C1=CC(=CC=C1)CCC(=O)OCC)=O)=O (3-(3-ethoxy-3-oxopropyl)-δ-oxobenzenepentanoic acid ethyl ester), S(O)(O)(=O)=O (sulfuric acid), O (water), O.[OH-].[Li+] (lithium hydroxide monohydrate), O1CCCC1 (tetrahydrofuran). Run in C(C)(=O)OCC (ethyl acetate). Run at time 19.3 hour. Yields the product C(=O)(O)CCC=1C=C(C=CC1CCCCCCOC1=C(C2=C(C(CCO2)=O)C=C1)CCC)C(CCCC(=O)O)=O (3-(2-Carboxyethyl)-4-[6-[(3,4-dihydro-4-oxo-8-propyl-2H-1-benzopyran-7-yl)oxy]hexyl]-δ-oxobenzenepentanoic Acid). The yield is 77.0%. Reaction SMILES: C([O:3][C:4](=[O:23])[CH2:5][CH2:6][CH2:7][C:8](=[O:22])[C:9]1[CH:14]=[CH:13][CH:12]=[C:11]([CH2:15][CH2:16][C:17]([O:19]CC)=[O:18])[CH:10]=1)C.[OH2:24].[OH2:25].[OH-].[Li+].S(=O)(=O)(O)O.[O:33]1[CH2:37][CH2:36][CH2:35][CH2:34]1>C(OCC)(=O)C>[C:17]([CH2:16][CH2:15][C:11]1[CH:10]=[C:9]([C:8](=[O:22])[CH2:7][CH2:6][CH2:5][C:4]([OH:3])=[O:23])[CH:14]=[CH:13][C:12]=1[CH2:12][CH2:11][CH2:10][CH2:9][CH2:14][CH2:13][O:24][C:35]1[CH:34]=[CH:4][C:5]2[C:6](=[O:25])[CH2:7][CH2:8][O:33][C:37]=2[C:36]=1[CH2:15][CH2:16][CH3:17])([OH:19])=[O:18] |f:2.3.4|. Procedure details: To a mixture of 0.442 g (0.73 mmol) of 4-[6-[3,4-dihydro-4-oxo-8-propyl-2H-1-benzopyran-7-yl)oxy]hexyl]-3-(3-ethoxy-3-oxopropyl)-δ-oxobenzenepentanoic acid ethyl ester from the preceding example, in 7 mL of tetrahydrofuran and 7 mL of water was added 91.7 mg (2.19 mmol) of lithium hydroxide monohydrate and the reaction was stirred for room temperature for 19.3 hr. After being acidified with 16 mL of 3N aqueous sulfuric acid, the mixture was worked-up with ethyl acetate in the usual manner. The c... Starting materials: [Br-], N#Cc1ccc(C2CCC(CC=O)CC2)cc1, CCC[P+](c1ccccc1)(c1ccccc1)c1ccccc1, COC(C)(C)C, O. Product: CCC=CCC1CCC(c2ccc(C#N)cc2)CC1. Reaction SMILES: [Br-:1].[C:24](#[N:25])[c:26]1[cH:27][cH:28][c:29]([CH:32]2[CH2:33][CH2:34][CH:35]([CH2:38][CH:39]=[O:40])[CH2:36][CH2:37]2)[cH:30][cH:31]1.[CH2:2]([CH2:3][CH3:4])[P+:5]([c:6]1[cH:7][cH:8][cH:9][cH:10][cH:11]1)([c:12]1[cH:13][cH:14][cH:15][cH:16][cH:17]1)[c:18]1[cH:19][cH:20][cH:21][cH:22][cH:23]1.[CH3:42][O:43][C:44]([CH3:45])([CH3:46])[CH3:47].[OH2:41]>>[CH:2]([CH2:3][CH3:4])=[CH:39][CH2:38][CH:35]1[CH2:34][CH2:33][CH:32]([c:29]2[cH:28][cH:27][c:26]([C:24]#[N:25])[cH:31][cH:30]2)[CH2:37][CH2:36]1. Starting materials: CO, COC(=O)c1ccc2c(c1)c(C)nn2-c1ccccc1, [Na+], [OH-]. Yields the product Cc1nn(-c2ccccc2)c2ccc(C(=O)O)cc12. RXN SMILES: [CH3:23][OH:24].[CH3:3][c:4]1[n:5][n:6](-[c:17]2[cH:18][cH:19][cH:20][cH:21][cH:22]2)[c:7]2[cH:8][cH:9][c:10]([C:13](=[O:14])[O:15][CH3:16])[cH:11][c:12]12.[Na+:2].[OH-:1]>>[CH3:3][c:4]1[n:5][n:6](-[c:17]2[cH:18][cH:19][cH:20][cH:21][cH:22]2)[c:7]2[cH:8][cH:9][c:10]([C:13](=[O:14])[OH:15])[cH:11][c:12]12. Reactants: C=CCC1(C=O)c2ccccc2CCc2ccccc21, C1CCOC1, [Li]CCCC, CCCCCC, CC(C)NC(C)C, [Cl-], [NH4+], CCOP(=O)(COC1CCCCO1)OCC. Product: C=CCC1(C=COC2CCCCO2)c2ccccc2CCc2ccccc21. As a reaction SMILES: [CH2:35]([CH:36]=[CH2:37])[C:38]1([CH:53]=[O:54])[c:39]2[c:40]([cH:49][cH:50][cH:51][cH:52]2)[CH2:41][CH2:42][c:43]2[c:44]1[cH:45][cH:46][cH:47][cH:48]2.[CH2:57]1[O:58][CH2:59][CH2:60][CH2:61]1.[CH2:8]([Li:9])[CH2:10][CH2:11][CH3:12].[CH3:13][CH2:14][CH2:15][CH2:16][CH2:17][CH3:18].[CH:1]([NH:2][CH:3]([CH3:4])[CH3:5])([CH3:6])[CH3:7].[Cl-:55].[NH4+:56].[O:19]1[CH:20]([O:25][CH2:26][P:27](=[O:28])([O:29][CH2:30][CH3:31])[O:32][CH2:33][CH3:34])[CH2:21][CH2:22][CH2:23][CH2:24]1>>[O:19]1[CH:20]([O:25][CH:26]=[CH:53][C:38]2([CH2:35][CH:36]=[CH2:37])[c:39]3[c:40]([cH:49][cH:50][cH:51][cH:52]3)[CH2:41][CH2:42][c:43]3[c:44]2[cH:45][cH:46][cH:47][cH:48]3)[CH2:21][CH2:22][CH2:23][CH2:24]1. Isolated yield 77.4%. Procedure: Chloro-sulfonyl-isocyanate (1.7 mL, 19.6 mmol) was dissolved in nitroethane (10 mL) and chilled to −40° C. under nitrogen. N-(4-Amino-phenyl)-methanesulfonamide (Example 3b, 3 g, 16.1 mmol) was added dropwise as a pre-dissolved solution in nitroethane (25 mL). The mixture was stirred at −40° C. for 15 min. Aluminum chloride (8 g, 60 mmol) was added and the mixture was heated at 110° C. for 30 min while stirring. The mixture was poured onto ice (˜150 g). Upon melting, the product was extracted in... Starting materials: NC1=CC=C(C=C1)NS(=O)(=O)C (N-(4-Amino-phenyl)-methanesulfonamide), ClS(=O)(=O)N=C=O (Chloro-sulfonyl-isocyanate), [Cl-].[Al+3].[Cl-].[Cl-] (Aluminum chloride). The product is O=S1(NC(NC2=C1C=C(C=C2)NS(=O)(=O)C)=O)=O (N-(1,1,3-trioxo-1,2,3,4-tetrahydro-1λ6-benzo[1,2,4]thiadiazin-7-yl)-methanesulfonamide). Reaction SMILES: Cl[S:2]([N:5]=[C:6]=[O:7])(=[O:4])=[O:3].[NH2:8][C:9]1[CH:14]=[CH:13][C:12]([NH:15][S:16]([CH3:19])(=[O:18])=[O:17])=[CH:11][CH:10]=1.[Cl-].[Al+3].[Cl-].[Cl-]>[N+](CC)([O-])=O>[O:3]=[S:2]1(=[O:4])[C:10]2[CH:11]=[C:12]([NH:15][S:16]([CH3:19])(=[O:18])=[O:17])[CH:13]=[CH:14][C:9]=2[NH:8][C:6](=[O:7])[NH:5]1 |f:2.3.4.5|. Solvent: [N+](=O)([O-])CC (nitroethane), [N+](=O)([O-])CC (nitroethane). Reaction conditions: temperature -40 celsius, time 15 minute.